From a dataset of the Open Reaction Database (ORD), a public repository of structured organic reaction records. describe an organic reaction: reactants, conditions, products, and yield Starting materials: [I-].NC1=CC=C2C(=C([N+](=CC2=C1)C)Cl)Cl ((±) 7-Amino-2-methyl-3,4-dichloroisoquinolinium iodide), O (water), C[Mg]Cl (methyl magnesium chloride), solution. Run in O1CCCC1 (tetrahydrofuran), C1CCOC1 (THF). Reaction conditions: temperature -78 celsius, time 18 hour. Yields the product NC1=CCC2CCN(C(C2=C1)C)C ((±) 7-Amino-1,2-dimethyl-tetrahydroisoquinoline). RXN SMILES: [I-].[NH2:2][C:3]1[CH:12]=[C:11]2[C:6]([C:7](Cl)=[C:8](Cl)[N+:9]([CH3:13])=[CH:10]2)=[CH:5][CH:4]=1.[CH3:16][Mg]Cl.O>O1CCCC1>[NH2:2][C:3]1[CH:12]=[C:11]2[CH:6]([CH2:7][CH2:8][N:9]([CH3:13])[CH:10]2[CH3:16])[CH2:5][CH:4]=1 |f:0.1|. Procedure details: (±) 7-Amino-2-methyl-3,4-dichloroisoquinolinium iodide (0.50 g, 1.7 mmol) was suspended in anhydrous tetrahydrofuran (50 ml) and cooled to −78° C. The cooled solution was treated with methyl magnesium chloride (2.14 ml of a 3M solution in THF, 6.96 mmol), added as a single portion. The reaction was allowed to reach room temperature over 18 h before being poured into water (50 ml). The organic solvent was removed in vacuo and the organic product extracted into dichloromethane. Drying over magnesi... The reactants are ClC(OC)Cl (dichloromethoxymethane), ClC1=C(C=CC=2OC(OC21)C(=O)OCC)Cl (ethyl 4,5-dichloro-1,3-benzodioxole-2-carboxylate), ClC(OC)Cl (dichloromethoxymethane), C(Cl)Cl (methylene chloride). The reagents and catalysts are [Ti](Cl)(Cl)(Cl)Cl (titanium tetrachloride), [Ti](Cl)(Cl)(Cl)Cl (titanium tetrachloride). Solvent: C(C)(=O)OCC (ethyl acetate). Run at time 2 day. Yields the product ClC1=C(C(=CC=2OC(OC21)C(=O)OCC)C=O)Cl (ethyl 4,5-dichloro-6-formyl-1,3-benzodioxole-2-carboxylate). RXN SMILES: [Cl:1][C:2]1[C:10]2[O:9][CH:8]([C:11]([O:13][CH2:14][CH3:15])=[O:12])[O:7][C:6]=2[CH:5]=[CH:4][C:3]=1[Cl:16].Cl[CH:18](Cl)[O:19]C.C(Cl)Cl>[Ti](Cl)(Cl)(Cl)Cl.C(OCC)(=O)C>[Cl:1][C:2]1[C:10]2[O:9][CH:8]([C:11]([O:13][CH2:14][CH3:15])=[O:12])[O:7][C:6]=2[CH:5]=[C:4]([CH:18]=[O:19])[C:3]=1[Cl:16]. Reported procedure: 3.52 ml of titanium tetrachloride are added dropwise to a mixture of 4.0 g of ethyl 4,5-dichloro-1,3-benzodioxole-2-carboxylate, 2.12 ml of dichloromethoxymethane and 60 ml of methylene chloride at -60° C. and the mixture is stirred at room temperature for 2 days. 2.1 ml of dichloromethoxymethane and 2.1 ml of titanium tetrachloride are added to the reaction mixture at -60° C. and the mixture is stirred at room temperature for 18 hours. The reaction mixture is poured into a mixture of ethyl acet... Procedure details: 0.55 g of 2-[2-(4-chlorophenyl)-5-(3-thienyl)-4-oxazolyl]acetic acid, 0.44 g of 2-chloro-1-methyl-pyridinium iodide, 0.13 ml of n-butanol and 0.2 g of triethylamine are treated in the same manner as described in Example 20. 0.45 g of n-butyl 2-[2-(4-chlorophenyl)-5-(3-thienyl)-4-oxazolyl]acetate is thereby obtained. The product is ClC1=CC=C(C=C1)C=1OC(=C(N1)CC(=O)OCCCC)C1=CSC=C1 (n-butyl 2-[2-(4-chlorophenyl)-5-(3-thienyl)-4-oxazolyl]acetate). Starting materials: ClC1=CC=C(C=C1)C=1OC(=C(N1)CC(=O)O)C1=CSC=C1 (2-[2-(4-chlorophenyl)-5-(3-thienyl)-4-oxazolyl]acetic acid), [I-].ClC1=[N+](C=CC=C1)C (2-chloro-1-methyl-pyridinium iodide), C(CCC)O (n-butanol). The yield is 69.6%. As a reaction SMILES: [Cl:1][C:2]1[CH:7]=[CH:6][C:5]([C:8]2[O:9][C:10]([C:17]3[CH:21]=[CH:20][S:19][CH:18]=3)=[C:11]([CH2:13][C:14]([OH:16])=[O:15])[N:12]=2)=[CH:4][CH:3]=1.[I-].ClC1[CH:29]=[CH:28][CH:27]=[CH:26][N+]=1C.C(O)CCC>C(N(CC)CC)C>[Cl:1][C:2]1[CH:7]=[CH:6][C:5]([C:8]2[O:9][C:10]([C:17]3[CH:21]=[CH:20][S:19][CH:18]=3)=[C:11]([CH2:13][C:14]([O:16][CH2:26][CH2:27][CH2:28][CH3:29])=[O:15])[N:12]=2)=[CH:4][CH:3]=1 |f:1.2|. The solvent is C(C)N(CC)CC (triethylamine). Reactants: CC(C)(C)OC(=O)N1CCN(c2ccccc2OC2CCN(c3ccc(C(F)(F)F)cc3)C2=O)CC1, CC(=O)O[BH-](OC(C)=O)OC(C)=O, O=C([O-])O, C=O, CC(=O)O, CCOC(C)=O, Cl, [Na+], [Na+], C1CCOC1, O. Product: CN1CCN(c2ccccc2OC2CCN(c3ccc(C(F)(F)F)cc3)C2=O)CC1, Cl. Reaction SMILES: [C:1]([O:2][C:6](=[O:3])[N:8]1[CH2:9][CH2:10][N:11]([c:14]2[c:15]([O:16][CH:17]3[C:18](=[O:32])[N:19]([c:22]4[cH:23][cH:24][c:25]([C:28]([F:29])([F:30])[F:31])[cH:26][cH:27]4)[CH2:20][CH2:21]3)[cH:33][cH:34][cH:35][cH:36]2)[CH2:12][CH2:13]1)([CH3:4])([CH3:5])[CH3:7].[C:44]([O:45][BH-:46]([O:47][C:48](=[O:49])[CH3:50])[O:51][C:52](=[O:53])[CH3:54])(=[O:55])[CH3:56].[C:65](=[O:66])([OH:67])[O-:68].[CH2:38]=[O:39].[CH3:40][C:41](=[O:42])[OH:43].[CH3:59][CH2:60][O:61][C:62](=[O:63])[CH3:64].[ClH:37].[Na+:57].[Na+:69].[O:70]1[CH2:71][CH2:72][CH2:73][CH2:74]1.[OH2:58]>>[CH3:6][N:8]1[CH2:9][CH2:10][N:11]([c:14]2[c:15]([O:16][CH:17]3[C:18](=[O:32])[N:19]([c:22]4[cH:23][cH:24][c:25]([C:28]([F:29])([F:30])[F:31])[cH:26][cH:27]4)[CH2:20][CH2:21]3)[cH:33][cH:34][cH:35][cH:36]2)[CH2:12][CH2:13]1.[ClH:37]. Yields the product CCC(=O)Nc1cscn1. The reactants are CCC(=O)Nc1csc(Br)n1, CC(=O)[O-], CO, [H][H], [Na+]. Reaction SMILES: [Br:1][c:2]1[s:3][cH:4][c:5]([NH:7][C:8]([CH2:9][CH3:10])=[O:11])[n:6]1.[CH3:13][C:14](=[O:15])[O-:16].[CH3:19][OH:20].[H:17][H:18].[Na+:12]>>[cH:2]1[s:3][cH:4][c:5]([NH:7][C:8]([CH2:9][CH3:10])=[O:11])[n:6]1. Reactants: BrCC(=O)OC(C)(C)C (tert-butyl bromoacetate), ClC=1C=C(C=CC1C(C(C(F)(F)F)(C1=NC=C(N=C1)C)O)C)O (3-Chloro-4-[3,3,3-trifluoro-2-hydroxy-1-methyl-2-(5-methyl-pyrazin-2-yl)-propyl]-phenol). Yields the product C(C)(C)(C)OC(COC1=CC(=C(C=C1)C(C(C(F)(F)F)(C1=NC=C(N=C1)C)O)C)Cl)=O ({3-Chloro-4[3,3,3-trifluoro-2-hydroxy-1-methyl-2-(5-methyl-pyrazin-2-yl)-propyl]-phenoxy}-acetic acid tert-butyl ester). Reaction SMILES: Br[CH2:2][C:3]([O:5][C:6]([CH3:9])([CH3:8])[CH3:7])=[O:4].[Cl:10][C:11]1[CH:12]=[C:13]([OH:32])[CH:14]=[CH:15][C:16]=1[CH:17]([CH3:31])[C:18]([OH:30])([C:23]1[CH:28]=[N:27][C:26]([CH3:29])=[CH:25][N:24]=1)[C:19]([F:22])([F:21])[F:20]>>[C:6]([O:5][C:3](=[O:4])[CH2:2][O:32][C:13]1[CH:14]=[CH:15][C:16]([CH:17]([CH3:31])[C:18]([OH:30])([C:23]2[CH:28]=[N:27][C:26]([CH3:29])=[CH:25][N:24]=2)[C:19]([F:20])([F:21])[F:22])=[C:11]([Cl:10])[CH:12]=1)([CH3:9])([CH3:8])[CH3:7]. Procedure details: The title compound was prepared in analogy to Example 74 from tert-butyl bromoacetate and 3-chloro-4-[3,3,3-trifluoro-2-hydroxy-1-methyl-2-(5-methyl-pyrazin-2-yl)-propyl]-phenol (Example 72). MS (m/e)=461.1 (MH+).